Task: describe an organic reaction: reactants, conditions, products, and yield. Dataset: the Open Reaction Database (ORD), a public repository of structured organic reaction records The reactants are C(C)(=O)O (acetic acid), CC=1C=C(CCC(=O)OC)C=C(C1O)C(C)(C)C (methyl 3-methyl-5-tert-butyl-4-hydroxyhydrocinnamate), C(CCCCCCCCCCCCCCCCC)SCC(CO)O (1-n-octadecylthio-2,3-propanediol), C[O-].[Na+] (Sodium methylate). Reaction conditions: temperature 80 celsius. The product is C(CCCCCCCCCCCCCCCCC)SCC(COC(CCC1=CC(=C(C(=C1)C(C)(C)C)O)C)=O)OC(CCC1=CC(=C(C(=C1)C(C)(C)C)O)C)=O (1-n-Octadecylthio-2,3-bis(3-methyl-5-tert-butyl-4-hydroxyhydrocinnamoyloxy)propane). Reaction SMILES: [CH3:1][C:2]1[CH:3]=[C:4]([CH:11]=[C:12]([C:15]([CH3:18])([CH3:17])[CH3:16])[C:13]=1[OH:14])[CH2:5][CH2:6][C:7]([O:9][CH3:10])=[O:8].[CH2:19]([S:37][CH2:38][CH:39]([OH:42])CO)[CH2:20][CH2:21][CH2:22][CH2:23][CH2:24][CH2:25][CH2:26][CH2:27][CH2:28][CH2:29][CH2:30][CH2:31][CH2:32][CH2:33][CH2:34][CH2:35][CH3:36].[CH3:43][O-:44].[Na+].[C:46]([OH:49])(=O)[CH3:47]>>[CH2:19]([S:37][CH2:38][CH:39]([O:42][C:43](=[O:44])[CH2:4][CH2:3][C:2]1[CH:1]=[C:47]([C:15]([CH3:18])([CH3:17])[CH3:16])[C:46]([OH:49])=[C:12]([CH3:11])[CH:13]=1)[CH2:10][O:9][C:7](=[O:8])[CH2:6][CH2:5][C:4]1[CH:11]=[C:12]([C:15]([CH3:18])([CH3:17])[CH3:16])[C:13]([OH:14])=[C:2]([CH3:1])[CH:3]=1)[CH2:20][CH2:21][CH2:22][CH2:23][CH2:24][CH2:25][CH2:26][CH2:27][CH2:28][CH2:29][CH2:30][CH2:31][CH2:32][CH2:33][CH2:34][CH2:35][CH3:36] |f:2.3|. Procedure: A mixture of 15.2 grams (0.06 mole) of methyl 3-methyl-5-tert-butyl-4-hydroxyhydrocinnamate and 10.14 grams (0.027 mole) of 1-n-octadecylthio-2,3-propanediol was heated to about 80° C and stirred until the mixture became homogenous. Sodium methylate (0.292 grams, 0.0054 mole) was added, and the resulting mixture was heated at 125°-145° C for 5 hours at atmospheric pressure and another 3 hours at 135°-145° C at 0.5-5 mm. The reaction mixture was then cooled and the catalyst neutralized with 0.5 g...